This data is from the Open Reaction Database (ORD), a public repository of structured organic reaction records. The task is: describe an organic reaction: reactants, conditions, products, and yield The reactants are N1(CCC1)C(=O)C=1N=CC(=NC1)OC=1C=C(C(=O)O)C=C(C1)O[C@H](COC)C (3-{[5-(azetidin-1-ylcarbonyl)pyrazin-2-yl]oxy}-5-[(1S)-2-methoxy-1-methylethoxy]benzoic acid), CC=1N=CC(=NC1)N (5-methylpyrazin-2-amine), CC1OCCC1 (2-methyltetrahydrofuran), CN1CCOCC1 (N-methylmorpholine), C(CC)P1(OP(OP(O1)(CCC)=O)(CCC)=O)=O (2,4,6-tripropyl-1,3,5,2,4,6-trioxatriphosphinane 2,4,6-trioxide). Run at temperature 0 celsius, time 30 minute. The product is N1(CCC1)C(=O)C=1N=CC(=NC1)OC=1C=C(C(=O)NC2=NC=C(N=C2)C)C=C(C1)O[C@H](COC)C (3-{[5-(azetidin-1-ylcarbonyl)pyrazin-2-yl]oxy}-5-[(1S)-2-methoxy-1-methylethoxy]-N-(5-methylpyrazin-2-yl)benzamide). Isolated yield 62.0%. Reaction SMILES: [N:1]1([C:5]([C:7]2[N:8]=[CH:9][C:10]([O:13][C:14]3[CH:15]=[C:16]([CH:20]=[C:21]([O:23][C@@H:24]([CH3:28])[CH2:25][O:26][CH3:27])[CH:22]=3)[C:17]([OH:19])=O)=[N:11][CH:12]=2)=[O:6])[CH2:4][CH2:3][CH2:2]1.[CH3:29][C:30]1[N:31]=[CH:32][C:33]([NH2:36])=[N:34][CH:35]=1.CC1CCCO1.CN1CCOCC1.C(P1(=O)OP(=O)(CCC)OP(=O)(CCC)O1)CC>>[N:1]1([C:5]([C:7]2[N:8]=[CH:9][C:10]([O:13][C:14]3[CH:15]=[C:16]([CH:20]=[C:21]([O:23][C@@H:24]([CH3:28])[CH2:25][O:26][CH3:27])[CH:22]=3)[C:17]([NH:36][C:33]3[CH:32]=[N:31][C:30]([CH3:29])=[CH:35][N:34]=3)=[O:19])=[N:11][CH:12]=2)=[O:6])[CH2:4][CH2:3][CH2:2]1. Procedure details: To a flask was added 3-{[5-(azetidin-1-ylcarbonyl)pyrazin-2-yl]oxy}-5-[(1S)-2-methoxy-1-methylethoxy]benzoic acid (1.0 eq), 5-methylpyrazin-2-amine (1.0 eq) and 2-methyltetrahydrofuran (3.5 vols) under a nitrogen atmosphere. The mixture was cooled to 0° C. N-methylmorpholine (5.0 eq) was added at 0° C., then 2,4,6-tripropyl-1,3,5,2,4,6-trioxatriphosphinane 2,4,6-trioxide (supplied as 50% w/w in ethyl acetate) (2.5 eq) was added in one portion via addition funnel over 45 minutes maintaining the r...